From a dataset of the Open Reaction Database (ORD), a public repository of structured organic reaction records. describe an organic reaction: reactants, conditions, products, and yield Starting materials: C(C)(C)(C)OC(=O)N1CCC2=C(CC1)C=CC(=C2)[N+](=O)[O-] (3-tertiary-butoxycarbonyl-7-nitro-1,2,4,5-tetrahydro-3H-3-benzazepine), CO (methanol). Reagents/catalysts: [Pd] (Pd/C). Solvent: C(C)O (ethanol). The product is NC1=CC2=C(CCN(CC2)C(=O)OC(C)(C)C)C=C1 (7-Amino-3-tertiary-butoxycarbonyl-1,2,4,5-tetrahydro-3H-3-benzazepine). RXN SMILES: [C:1]([O:5][C:6]([N:8]1[CH2:14][CH2:13][C:12]2[CH:15]=[CH:16][C:17]([N+:19]([O-])=O)=[CH:18][C:11]=2[CH2:10][CH2:9]1)=[O:7])([CH3:4])([CH3:3])[CH3:2].CO>C(O)C.[Pd]>[NH2:19][C:17]1[CH:16]=[CH:15][C:12]2[CH2:13][CH2:14][N:8]([C:6]([O:5][C:1]([CH3:2])([CH3:4])[CH3:3])=[O:7])[CH2:9][CH2:10][C:11]=2[CH:18]=1. Procedure details: A solution of 3-tertiary-butoxycarbonyl-7-nitro-1,2,4,5-tetrahydro-3H-3-benzazepine (2.1 g) was stirred under a hydrogen atmosphere (50 p.s.i. equivalent to 344.7 kPa) in ethanol (20 ml) and methanol (20 ml) solution containing 5% Pd/C (0.21 g) for 3 hours. The catalyst was removed by filtration and the solvent evaporated to give the title compound as an oil, yield 2.0 g. Starting materials: CC(=O)C(C)Br, O=C([O-])[O-], CCC(C)=O, [I-], [K+], [K+], [K+], O, Oc1ccccc1. Yields the product CC(=O)C(C)Oc1ccccc1. Reaction SMILES: [Br:1][CH:2]([C:3]([CH3:4])=[O:5])[CH3:6].[C:16](=[O:17])([O-:18])[O-:19].[CH3:22][C:23]([CH2:24][CH3:25])=[O:26].[I-:8].[K+:20].[K+:21].[K+:7].[OH2:27].[OH:9][c:10]1[cH:11][cH:12][cH:13][cH:14][cH:15]1>>[CH:2]([C:3]([CH3:4])=[O:5])([CH3:6])[O:9][c:10]1[cH:11][cH:12][cH:13][cH:14][cH:15]1. The reactants are C(C)(C)(C)OC(=O)N1CCC(CC1)C1=CC=C(C=2N=C(SC21)NC(=O)N2CCOCC2)OC (4-{4-Methoxy-2-[(morpholine-4-carbonyl)-amino]-benzothiazol-7-yl}-piperidine-1-carboxylic acid tert-butyl ester), Cl.CO (HCl MeOH). Yields the product Cl.COC1=CC=C(C2=C1N=C(S2)NC(=O)N2CCOCC2)C2CCNCC2 (morpholine-4-carboxylic acid (4-methoxy-7-piperidin-4-yl-benzothiazol-2-yl)-amide hydrochloride). Yield: 67.0%. RXN SMILES: C(OC([N:8]1[CH2:13][CH2:12][CH:11]([C:14]2[C:22]3[S:21][C:20]([NH:23][C:24]([N:26]4[CH2:31][CH2:30][O:29][CH2:28][CH2:27]4)=[O:25])=[N:19][C:18]=3[C:17]([O:32][CH3:33])=[CH:16][CH:15]=2)[CH2:10][CH2:9]1)=O)(C)(C)C.[ClH:34].CO>>[ClH:34].[CH3:33][O:32][C:17]1[C:18]2[N:19]=[C:20]([NH:23][C:24]([N:26]3[CH2:31][CH2:30][O:29][CH2:28][CH2:27]3)=[O:25])[S:21][C:22]=2[C:14]([CH:11]2[CH2:12][CH2:13][NH:8][CH2:9][CH2:10]2)=[CH:15][CH:16]=1 |f:1.2,3.4|. Procedure: 0.45 g (0.094 mMol) 4-{4-Methoxy-2-[(morpholine-4-carbonyl)-amino]-benzothiazol-7-yl}-piperidine-1-carboxylic acid tert-butyl ester were dissolved in 2 ml 2.5 M HCl/MeOH and heated to reflux for 1.5 h. The reaction mixture was concentrated in vacuo and taken up in 5 ml isopropanol. The suspension formed was filtered and the material on the filter was washed with diethyl ether and dried in vacuo. One obtained 26 mg (67%) morpholine-4-carboxylic acid (4-methoxy-7-piperidin-4-yl-benzothiazol-2-yl)-... Starting materials: CC(C)(C)OC(=O)N1CCC(N)C1, CS(C)=O, Oc1ccccc1-c1cc(Cl)c2ccccc2n1, O. Yields the product CC(C)(C)OC(=O)N1CCC(Nc2cc(-c3ccccc3O)nc3ccccc23)C1. RXN SMILES: [C:1]([CH3:2])([CH3:3])([CH3:4])[O:5][C:6](=[O:7])[N:8]1[CH2:9][CH:10]([NH2:13])[CH2:11][CH2:12]1.[CH3:33][S:34]([CH3:35])=[O:36].[Cl:14][c:15]1[cH:16][c:17](-[c:25]2[c:26]([OH:31])[cH:27][cH:28][cH:29][cH:30]2)[n:18][c:19]2[cH:20][cH:21][cH:22][cH:23][c:24]12.[OH2:32]>>[C:1]([CH3:2])([CH3:3])([CH3:4])[O:5][C:6](=[O:7])[N:8]1[CH2:9][CH:10]([NH:13][c:15]2[cH:16][c:17](-[c:25]3[c:26]([OH:31])[cH:27][cH:28][cH:29][cH:30]3)[n:18][c:19]3[cH:20][cH:21][cH:22][cH:23][c:24]23)[CH2:11][CH2:12]1. Starting materials: CCOC(=O)/C=C/CP(=O)(OCC)OCC (triethyl 4-phosphonocrotonate), C(C)(C)[N-]C(C)C.[Li+] (lithium diisopropylamide), N1=CC(=CC=C1)N1C(=CC2=CC=CC=C12)C=O (N-(3-pyridyl)indole-2-carboxaldehyde). Solvent: O1CCCC1 (tetrahydrofuran), O1CCCC1 (tetrahydrofuran). Reaction conditions: time 30 minute. Yields the product C(C)OC(=O)C=CC=CC=1N(C2=CC=CC=C2C1)C=1C=NC=CC1 (2-[4-(ethoxycarbonyl)butadienyl]-N-(3-pyridyl)indole). RXN SMILES: C([N-]C(C)C)(C)C.[Li+].[CH3:9][CH2:10][O:11][C:12](/[CH:14]=[CH:15]/[CH2:16]P(OCC)(OCC)=O)=[O:13].[N:25]1[CH:30]=[CH:29][CH:28]=[C:27]([N:31]2[C:39]3[C:34](=[CH:35][CH:36]=[CH:37][CH:38]=3)[CH:33]=[C:32]2[CH:40]=O)[CH:26]=1>O1CCCC1>[CH2:10]([O:11][C:12]([CH:14]=[CH:15][CH:16]=[CH:40][C:32]1[N:31]([C:27]2[CH:26]=[N:25][CH:30]=[CH:29][CH:28]=2)[C:39]2[C:34]([CH:33]=1)=[CH:35][CH:36]=[CH:37][CH:38]=2)=[O:13])[CH3:9] |f:0.1|. Reported procedure: A solution of lithium diisopropylamide (from 0.57 ml of diisopropylamine and 2.5 ml of 1.6M n-butyllithium in hexane) in 20 ml of dry tetrahydrofuran under nitrogen is cooled to -70° and 0.78 ml of triethyl 4-phosphonocrotonate is added dropwise. The reaction mixture is stirred for 30 minutes at -70°, and then a solution of 0.9 g of N-(3-pyridyl)indole-2-carboxaldehyde in 5 ml of tetrahydrofuran is added slowly. The reaction mixture is allowed to warm to room temperature, is stirred for 14 hours...